From a dataset of the Open Reaction Database (ORD), a public repository of structured organic reaction records. describe an organic reaction: reactants, conditions, products, and yield Starting materials: N1CCC(CC1)CCO (4-piperdine ethanol), C(O)([O-])=O.[Na+] (sodium hydrogencarbonate), C(C1=CC=CC=C1)OC(=O)Cl (benzyloxycarbonyl chloride). The solvent is O (water). Reaction conditions: time 1 hour. Yields the product C(C1=CC=CC=C1)OC(=O)N1CCC(CC1)CCO (1-Benzyloxycarbonyl-4-(2-hydroxyethyl)piperidine). The yield is 65.0%. RXN SMILES: [NH:1]1[CH2:6][CH2:5][CH:4]([CH2:7][CH2:8][OH:9])[CH2:3][CH2:2]1.C(=O)([O-])O.[Na+].[CH2:15]([O:22][C:23](Cl)=[O:24])[C:16]1[CH:21]=[CH:20][CH:19]=[CH:18][CH:17]=1>O>[CH2:15]([O:22][C:23]([N:1]1[CH2:6][CH2:5][CH:4]([CH2:7][CH2:8][OH:9])[CH2:3][CH2:2]1)=[O:24])[C:16]1[CH:21]=[CH:20][CH:19]=[CH:18][CH:17]=1 |f:1.2|. Procedure: 50 g of 4-piperdine ethanol and 49.2 g of sodium hydrogencarbonate were dissolved in 480 ml of water, in which 55.2 ml of benzyloxycarbonyl chloride was gradually dropped under ice-cooling conditions, followed by agitation for 1 hour as it is. The reaction solution was extracted with chloroform and dried with anhydrous magnesium sulfate. The sulfate was filtered off and the solvent was distilled off, after which the resultant residue was subjected to silica gel column chromatography (developing ... The reactants are CCO, CCI, O=[N+]([O-])c1ccc(S)cc1, [Na+], [OH-], O. Yields the product CCSc1ccc([N+](=O)[O-])cc1. RXN SMILES: [CH3:17][CH2:18][OH:19].[I:13][CH2:14][CH3:15].[N+:3](=[O:4])([O-:5])[c:6]1[cH:7][cH:8][c:9]([SH:12])[cH:10][cH:11]1.[Na+:2].[OH-:1].[OH2:16]>>[N+:3](=[O:4])([O-:5])[c:6]1[cH:7][cH:8][c:9]([S:12][CH2:14][CH3:15])[cH:10][cH:11]1.